This data is from the Open Reaction Database (ORD), a public repository of structured organic reaction records. The task is: describe an organic reaction: reactants, conditions, products, and yield Reactants: N(=C=S)CC(=O)OCC (Ethyl isothiocyanatoacetate), C(C1=CC=CC=C1)(=O)N=C=O (benzoyl isocyanate), Cl (HCl), [O-][Mn](=O)(=O)=O.[K+] (KMnO4). Yields the product C(C1=CC=CC=C1)(=O)N1SC(N(C1=O)CC(=O)OCC)=O (2-Benzoyl-4-(ethoxycarbonylmethyl)-1,2,4-thiadiazolidine-3,5-dione). Reaction SMILES: [N:1]([CH2:4][C:5]([O:7][CH2:8][CH3:9])=[O:6])=[C:2]=[S:3].Cl.[O-:11][Mn](=O)(=O)=O.[K+].[C:17]([N:25]=[C:26]=[O:27])(=[O:24])[C:18]1[CH:23]=[CH:22][CH:21]=[CH:20][CH:19]=1>>[C:17]([N:25]1[C:26](=[O:27])[N:1]([CH2:4][C:5]([O:7][CH2:8][CH3:9])=[O:6])[C:2](=[O:11])[S:3]1)(=[O:24])[C:18]1[CH:23]=[CH:22][CH:21]=[CH:20][CH:19]=1 |f:2.3|. Reported procedure: Reagents: Ethyl isothiocyanatoacetate (0.8 ml, 6.5 mmol), 35% HCl (3.1 ml), KMnO4 (0.5 g), benzoyl isocyanate (0.81 ml, 6.5 mmol). Starting materials: CCCC[N+](CCCC)(CCCC)CCCC.O.O.O.[F-] (tetrabutylammoniumfluoride trihydrate), C(C)(C)(C)[Si](O[C@@H]1C(\C(\C[C@H](C1)O[Si](C)(C)C(C)(C)C)=C/C=C/CCCC(C/C=C/C(C(F)(F)F)(O)C(F)(F)F)(C)C)=C)(C)C ((3E,10E)-12-[(Z)-(3S,5R)-3,5-bis-(tert-butyl-dimethyl-silanyloxy)-2-methylene-cyclohexylidene]-1,1,1-trifluoro-6,6-dimethyl-2-trifluoromethyl-dodeca-3,10-dien-2-ol). Run in O1CCCC1 (tetrahydrofuran). Reaction conditions: time 2 hour. The product is FC(C(/C=C/CC(CCC/C=C/C=C/1\C([C@H](C[C@@H](C1)O)O)=C)(C)C)(O)C(F)(F)F)(F)F ((Z)-(1R,3S)-5-((2E,9E)-12,12,12-Trifluoro-11-trifluoromethyl-11-hydroxy-7,7-dimethyl-dodec-2,9-dienylidene)-4-methylene-cyclohexane-1,3-diol). Isolated yield 75.5%. As a reaction SMILES: CCCC[N+](CCCC)(CCCC)CCCC.O.O.O.[F-].C([Si](C)(C)[O:27][C@H:28]1[CH2:33][C@H:32]([O:34][Si](C(C)(C)C)(C)C)[CH2:31]/[C:30](=[CH:42]/[CH:43]=[CH:44]/[CH2:45][CH2:46][CH2:47][C:48]([CH3:63])([CH3:62])[CH2:49]/[CH:50]=[CH:51]/[C:52]([C:58]([F:61])([F:60])[F:59])([OH:57])[C:53]([F:56])([F:55])[F:54])/[C:29]1=[CH2:64])(C)(C)C>O1CCCC1>[F:54][C:53]([F:55])([F:56])[C:52]([C:58]([F:59])([F:60])[F:61])([OH:57])/[CH:51]=[CH:50]/[CH2:49][C:48]([CH3:63])([CH3:62])[CH2:47][CH2:46][CH2:45]/[CH:44]=[CH:43]/[CH:42]=[C:30]1\[C:29](=[CH2:64])[C@@H:28]([OH:27])[CH2:33][C@H:32]([OH:34])[CH2:31]\1 |f:0.1.2.3.4|. Reported procedure: 0.83 g of tetrabutylammoniumfluoride trihydrate (2.60 mmol) in 3.5 ml of tetrahydrofuran was carefully dried by stirring during 2 h at room temperature over 1.05 g of 3 Å molecular sieve. This solution was then added to the above prepared 151 mg of (3E,10E)-12-[(Z)-(3S,5R)-3,5-bis-(tert-butyl-dimethyl-silanyloxy)-2-methylene-cyclohexylidene]-1,1,1-trifluoro-6,6-dimethyl-2-trifluoromethyl-dodeca-3,10-dien-2-ol and kept for 1.5 h at 45°. The reaction mixture was then poured onto crushed ice, extra... Starting materials: CC(C)C[Al+]CC(C)C, CCOC(=O)c1cncn1-c1ccc(F)cc1, [H-], [Na+], [Na+], C1CCOC1, O, O, O, O, O, O, O, O, O, O, O=S(=O)([O-])[O-]. Product: OCc1cncn1-c1ccc(F)cc1. RXN SMILES: [CH2:19]([Al+:20][CH2:21][CH:22]([CH3:23])[CH3:24])[CH:25]([CH3:26])[CH3:27].[F:1][c:2]1[cH:3][cH:4][c:5](-[n:8]2[cH:9][n:10][cH:11][c:12]2[C:13](=[O:14])[O:15][CH2:16][CH3:17])[cH:6][cH:7]1.[H-:18].[Na+:43].[Na+:44].[O:45]1[CH2:46][CH2:47][CH2:48][CH2:49]1.[OH2:28].[OH2:29].[OH2:30].[OH2:31].[OH2:32].[OH2:33].[OH2:34].[OH2:35].[OH2:36].[OH2:37].[S:38]([O-:39])([O-:40])(=[O:41])=[O:42]>>[F:1][c:2]1[cH:3][cH:4][c:5](-[n:8]2[cH:9][n:10][cH:11][c:12]2[CH2:13][OH:14])[cH:6][cH:7]1.